From a dataset of the Open Reaction Database (ORD), a public repository of structured organic reaction records. describe an organic reaction: reactants, conditions, products, and yield Starting materials: Nc1ccc(-c2ccnc(C(F)(F)F)c2)cc1[N+](=O)[O-], O=C(O)C=CC1CCOCC1. The product is O=C(C=CC1CCOCC1)Nc1ccc(-c2ccnc(C(F)(F)F)c2)cc1[N+](=O)[O-]. As a reaction SMILES: [N+:1](=[O:2])([O-:3])[c:4]1[c:5]([NH2:20])[cH:6][cH:7][c:8](-[c:10]2[cH:11][c:12]([C:16]([F:17])([F:18])[F:19])[n:13][cH:14][cH:15]2)[cH:9]1.[O:21]1[CH2:22][CH2:23][CH:24]([CH:27]=[CH:28][C:29](=[O:30])[OH:31])[CH2:25][CH2:26]1>>[N+:1](=[O:2])([O-:3])[c:4]1[c:5]([NH:20][C:29]([CH:28]=[CH:27][CH:24]2[CH2:23][CH2:22][O:21][CH2:26][CH2:25]2)=[O:30])[cH:6][cH:7][c:8](-[c:10]2[cH:11][c:12]([C:16]([F:17])([F:18])[F:19])[n:13][cH:14][cH:15]2)[cH:9]1.